Dataset: the Open Reaction Database (ORD), a public repository of structured organic reaction records. Task: describe an organic reaction: reactants, conditions, products, and yield Yield: 57.8%. Conditions: time 1 hour. As a reaction SMILES: O.Cl.[CH2:3]=[C:4]1[C:9](=[O:10])[CH:8]2[CH2:11][CH2:12][N:5]1[CH2:6][CH2:7]2.C([O-])([O-])=O.[K+].[K+]>CO.O=[Pt]=O>[CH3:3][CH:4]1[C:9](=[O:10])[CH:8]2[CH2:11][CH2:12][N:5]1[CH2:6][CH2:7]2 |f:0.1.2,3.4.5|. The solvent is CO (MeOH). The reactants are 8A, O.Cl.C=C1N2CCC(C1=O)CC2 (2-methylene-1-azabicyclo[2.2.2]octan-3-one hydrochloride hydrate), C(=O)([O-])[O-].[K+].[K+] (K2CO3). Procedure details: A mixture of 10.1 g (58.4 mmol) of 2-methylene-1-azabicyclo[2.2.2]octan-3-one hydrochloride hydrate, 8.1 g of K2CO3 and 100 mg of PtO2 in 100 mL of MeOH was hydrogenated at 10–15 psi H2 for about 1 hr. The solution was filtered through dicalite and the solvent was evaporated in vacuo. The residue was dissolved in CHCl3 and again filtered through dicalite. The filtrate was evaporated in vacuo to give 4.7 g (58% yield) of 2-methyl-1-azabicyclo[2.2.2]octan-3-one Compound 8A as a yellow oil. 1H NMR ... The reagents and catalysts are O=[Pt]=O (PtO2). Product: CC1N2CCC(C1=O)CC2 (2-methyl-1-azabicyclo[2.2.2]octan-3-one). The reactants are C(#N)C1=C(C=C(C=C1)N1C(N(C2(C1=O)CCOCC2)CCCC(=O)OCC)=O)C(F)(F)F (Ethyl 3-(4-cyano-3-(trifluoromethyl)-phenyl)-2,4-dioxo-8-oxa-1,3-diazaspiro[4.5]decan-1-butanoate), CO (methanol), [OH-].[Na+] (sodium hydroxide). The solvent is O (water). Reaction conditions: temperature 30 celsius, time 30 minute. The product is C(#N)C1=C(C=C(C=C1)N1C(N(C2(C1=O)CCOCC2)CCCC(=O)O)=O)C(F)(F)F (3-(4-cyano-3-(trifluoromethyl)-phenyl)-2,4-dioxo-8-oxa-1,3-diazaspiro[4.5]decan-1-butanoic acid). Isolated yield 70.5%. Reaction SMILES: [C:1]([C:3]1[CH:8]=[CH:7][C:6]([N:9]2[C:13](=[O:14])[C:12]3([CH2:19][CH2:18][O:17][CH2:16][CH2:15]3)[N:11]([CH2:20][CH2:21][CH2:22][C:23]([O:25]CC)=[O:24])[C:10]2=[O:28])=[CH:5][C:4]=1[C:29]([F:32])([F:31])[F:30])#[N:2].CO.[OH-].[Na+]>O>[C:1]([C:3]1[CH:8]=[CH:7][C:6]([N:9]2[C:13](=[O:14])[C:12]3([CH2:19][CH2:18][O:17][CH2:16][CH2:15]3)[N:11]([CH2:20][CH2:21][CH2:22][C:23]([OH:25])=[O:24])[C:10]2=[O:28])=[CH:5][C:4]=1[C:29]([F:30])([F:32])[F:31])#[N:2] |f:2.3|. Procedure details: 522 mg of the product of Example 6 and 20 ml of methanol were mixed together and the solution was heated to 30° C., then returned to ambient temperatures 2 ml of 2N sodium hydroxide were added and the reaction medium stood for 4 hours and 30 minutes, then was poured into 30 ml of water and adjusted to pH 2-3. Extraction was carried out 3 times with ethyl acetate and the organic phase was washed with water, then with salt water, dried and purified on silica with methylene chloride-methanol: 9-1 a... The reactants are C(C)(C)(C)OC(=O)N1CCN(CC1)C=1OC=2C(N1)=C(C=CC2)C(=O)O (2-[4-(tert-butoxycarbonyl)piperazin-1-yl]benzoxazole-4-carboxylic acid), Cl.Cl.N[C@@H]1CN2CCC1CC2 ((S)-(−)-3-aminoquinuclidine dihydrochloride). Product: N12CCC(CC1)C(C2)NC(=O)C=2C=CC=C1C2N=C(O1)N1[C@H](CN(CC1)C)C1=CC=CC=C1 ((S)—N-(quinuclidine-8-yl)-2-(4-methyl-2-phenylpiperazin-1-yl)benzoxazole-4-carboxamide). Reaction SMILES: C(O[C:6]([N:8]1[CH2:13][CH2:12][N:11]([C:14]2[O:15][C:16]3[C:17](=[C:19]([C:23]([OH:25])=O)[CH:20]=[CH:21][CH:22]=3)[N:18]=2)[CH2:10][CH2:9]1)=O)(C)(C)C.Cl.Cl.[NH2:28][C@H:29]1[CH:34]2[CH2:35][CH2:36][N:31]([CH2:32][CH2:33]2)[CH2:30]1>>[N:31]12[CH2:30][CH:29]([NH:28][C:23]([C:19]3[CH:20]=[CH:21][CH:22]=[C:16]4[O:15][C:14]([N:11]5[CH2:10][CH2:9][N:8]([CH3:6])[CH2:13][C@@H:12]5[C:16]5[CH:17]=[CH:19][CH:20]=[CH:21][CH:22]=5)=[N:18][C:17]=34)=[O:25])[CH:34]([CH2:35][CH2:36]1)[CH2:33][CH2:32]2 |f:1.2.3|. Reported procedure: Following general procedure GP-C1, a mixture of 2-[4-(tert-butoxycarbonyl)piperazin-1-yl]benzoxazole-4-carboxylic acid and (S)-(−)-3-aminoquinuclidine dihydrochloride were coupled to provide (S)—N-(quinuclidine-8-yl)-2-(4-methyl-2-phenylpiperazin-1-yl)benzoxazole-4-carboxamide which was converted to the dihydrochloride salt following general procedure GP-D1 and isolated as a mixture of diastereomers. 1H NMR and MS consistent. Starting materials: ClCCl, CC(O)c1ccc2c(c1)nc(N)c1ncccc12, O=[Mn]=O. The product is CC(=O)c1ccc2c(c1)nc(N)c1ncccc12. Reaction SMILES: [Cl:19][CH2:20][Cl:21].[NH2:1][c:2]1[n:3][c:4]2[c:5]([c:6]3[cH:7][cH:8][cH:9][n:10][c:11]13)[cH:12][cH:13][c:14]([CH:16]([CH3:17])[OH:18])[cH:15]2.[O:22]=[Mn:23]=[O:24]>>[NH2:1][c:2]1[n:3][c:4]2[c:5]([c:6]3[cH:7][cH:8][cH:9][n:10][c:11]13)[cH:12][cH:13][c:14]([C:16]([CH3:17])=[O:18])[cH:15]2. Starting materials: CC(C)(C)OC(=O)N1CCNCC1, CCOC(C)=O, CCN(C(C)C)C(C)C, O=[N+]([O-])c1ccc(F)cc1. Product: CC(C)(C)OC(=O)N1CCN(c2ccc([N+](=O)[O-])cc2)CC1. Reaction SMILES: [C:11]([CH3:12])([CH3:13])([CH3:14])[O:15][C:16](=[O:17])[N:18]1[CH2:19][CH2:20][NH:21][CH2:22][CH2:23]1.[CH3:33][CH2:34][O:35][C:36](=[O:37])[CH3:38].[CH:24]([N:25]([CH2:26][CH3:27])[CH:28]([CH3:29])[CH3:30])([CH3:31])[CH3:32].[F:1][c:2]1[cH:3][cH:4][c:5]([N+:8](=[O:9])[O-:10])[cH:6][cH:7]1>>[c:2]1([N:21]2[CH2:20][CH2:19][N:18]([C:16]([O:15][C:11]([CH3:12])([CH3:13])[CH3:14])=[O:17])[CH2:23][CH2:22]2)[cH:3][cH:4][c:5]([N+:8](=[O:9])[O-:10])[cH:6][cH:7]1. Reactants: BrBr (bromine), ClC1=CC(=C(C=C1)C1=NN(C(=C1)SC)C)F (3-(4-chloro-2-fluorophenyl)-1-methyl-5-methylthio-1H-pyrazole). The solvent is C(Cl)(Cl)(Cl)Cl (carbon tetrachloride). Conditions: time 3 day. Product: BrC=1C(=NN(C1SC)C)C1=C(C=C(C=C1)Cl)F (4-Bromo-3-(4-chloro-2-fluorophenyl)-1-methyl-5-methylthio-1H-pyrazole). As a reaction SMILES: [Br:1]Br.[Cl:3][C:4]1[CH:9]=[CH:8][C:7]([C:10]2[CH:14]=[C:13]([S:15][CH3:16])[N:12]([CH3:17])[N:11]=2)=[C:6]([F:18])[CH:5]=1>C(Cl)(Cl)(Cl)Cl>[Br:1][C:14]1[C:10]([C:7]2[CH:8]=[CH:9][C:4]([Cl:3])=[CH:5][C:6]=2[F:18])=[N:11][N:12]([CH3:17])[C:13]=1[S:15][CH3:16]. Procedure details: 13.7 g (86 mmol) of bromine were added dropwise to a solution of 20 g (78 mmol) of 3-(4-chloro-2-fluorophenyl)-1-methyl-5-methylthio-1H-pyrazole in 400 ml of carbon tetrachloride, and the mixture was then stirred for 3 days. The reaction solution was subsequently washed with saturated aqueous sodium bicarbonate solution and water, dried over magnesium sulfate and finally concentrated. The crude product was purified by silica gel chromatography (mobile phase: hexane/ethyl acetate =9:1). Yield: 22... The reactants are CCOC(=O)C(=O)[O-], CC[O-], CCO, CCCCC(C)=O, [Na+], O. Yields the product CCCCC(=O)CC(=O)C(=O)OCC. RXN SMILES: [C:1]([C:2](=[O:3])[O-:4])(=[O:5])[O:6][CH2:7][CH3:8].[CH3:17][CH2:18][O-:19].[CH3:21][CH2:22][OH:23].[CH3:9][C:10]([CH2:11][CH2:12][CH2:13][CH3:14])=[O:15].[Na+:16].[OH2:20]>>[C:1]([C:2](=[O:4])[CH2:9][C:10]([CH2:11][CH2:12][CH2:13][CH3:14])=[O:15])(=[O:5])[O:6][CH2:7][CH3:8]. Starting materials: [H][H], C1COCCO1, O=C1SC(Cc2ccc(OCCn3ccc4ccccc43)cc2)C(=O)N1C(c1ccccc1)(c1ccccc1)c1ccccc1. Yields the product O=C1NC(=O)C(Cc2ccc(OCCn3ccc4ccccc43)cc2)S1. As a reaction SMILES: [H:46][H:47].[O:48]1[CH2:49][CH2:50][O:51][CH2:52][CH2:53]1.[n:1]1([CH2:10][CH2:11][O:12][c:13]2[cH:14][cH:15][c:16]([CH2:17][CH:18]3[C:19](=[O:43])[N:20]([C:24]([c:25]4[cH:26][cH:27][cH:28][cH:29][cH:30]4)([c:31]4[cH:32][cH:33][cH:34][cH:35][cH:36]4)[c:37]4[cH:38][cH:39][cH:40][cH:41][cH:42]4)[C:21](=[O:23])[S:22]3)[cH:44][cH:45]2)[cH:2][cH:3][c:4]2[cH:5][cH:6][cH:7][cH:8][c:9]12>>[n:1]1([CH2:10][CH2:11][O:12][c:13]2[cH:14][cH:15][c:16]([CH2:17][CH:18]3[C:19](=[O:43])[NH:20][C:21](=[O:23])[S:22]3)[cH:44][cH:45]2)[cH:2][cH:3][c:4]2[cH:5][cH:6][cH:7][cH:8][c:9]12. The reactants are C(C)(C)(C)OOC(C)(C)C (tert-butyl peroxide), C(C)(C)(C1=CC=CC=C1)OOC(C)(C)C1=CC=CC=C1 (cumyl peroxide). Yields the product C(C)(C)(CC)OOC(C)(C)CC (di-tert-amyl peroxide). Reaction SMILES: C(OOC(C)(C)C)(C)(C)C.[C:11]([O:20][O:21][C:22]([C:25]1C=CC=C[CH:26]=1)([CH3:24])[CH3:23])([C:14]1C=CC=C[CH:15]=1)([CH3:13])[CH3:12]>>[C:22]([O:21][O:20][C:11]([CH2:14][CH3:15])([CH3:13])[CH3:12])([CH2:25][CH3:26])([CH3:24])[CH3:23]. Reported procedure: tert-butyl peroxide and cumyl peroxide;